describe an organic reaction: reactants, conditions, products, and yield From a dataset of the Open Reaction Database (ORD), a public repository of structured organic reaction records. The reactants are FC(OC1=CC=C(C#N)C=C1)(F)F (4-(trifluoromethoxy)benzonitrile), TEA, NO.Cl (NH2OH.HCl). Run in CCO (EtOH). Product: ONC(C1=CC=C(C=C1)OC(F)(F)F)=N (N-hydroxy-4-(trifluoromethoxy)benzimidamide). The yield is 85.7%. RXN SMILES: [F:1][C:2]([F:13])([F:12])[O:3][C:4]1[CH:11]=[CH:10][C:7]([C:8]#[N:9])=[CH:6][CH:5]=1.[NH2:14][OH:15].Cl>CCO>[OH:15][NH:14][C:8](=[NH:9])[C:7]1[CH:10]=[CH:11][C:4]([O:3][C:2]([F:1])([F:12])[F:13])=[CH:5][CH:6]=1 |f:1.2|. Procedure: To a solution of 4-(trifluoromethoxy)benzonitrile (2.0 g, 10.6 mmol) in EtOH (20 mL), TEA (53 g, 53.0 mmol) and NH2OH.HCl (3.6 g, 26.5 mmol) were added in sequence. The mixture was refluxed for 4 h, cooled to RT, and concentrated under reduced pressure. The residue was diluted with H2O (20 mL), and extracted with EtOAc (20 mL×3). The combined organic layers were washed with H2O (1×10 mL) and brine (1×10 mL), dried over Na2SO4, filtered and concentrated to afford the crude N-hydroxy-4-(trifluorom... The reactants are BrCC1=CC=C(C=C1)B1OC(C(O1)(C)C)(C)C (2-(4-Bromomethyl-phenyl)-4,4,5,5-tetramethyl-[1,3,2]dioxaborolane), N1CCCCC1 (piperidine), C(=O)([O-])[O-].[K+].[K+] (K2CO3). As a reaction SMILES: Br[CH2:2][C:3]1[CH:8]=[CH:7][C:6]([B:9]2[O:13][C:12]([CH3:15])([CH3:14])[C:11]([CH3:17])([CH3:16])[O:10]2)=[CH:5][CH:4]=1.[NH:18]1[CH2:23][CH2:22][CH2:21][CH2:20][CH2:19]1.C([O-])([O-])=O.[K+].[K+]>CN(C=O)C.CC(OC)(C)C>[CH3:16][C:11]1([CH3:17])[C:12]([CH3:15])([CH3:14])[O:13][B:9]([C:6]2[CH:7]=[CH:8][C:3]([CH2:2][N:18]3[CH2:23][CH2:22][CH2:21][CH2:20][CH2:19]3)=[CH:4][CH:5]=2)[O:10]1 |f:2.3.4|. Product: CC1(OB(OC1(C)C)C1=CC=C(CN2CCCCC2)C=C1)C (1-[4-(4,4,5,5-Tetramethyl-[1,3,2]dioxaborolan-2-yl)-benzyl]-piperidine). Procedure details: 2-(4-Bromomethyl-phenyl)-4,4,5,5-tetramethyl-[1,3,2]dioxaborolane (250 mg; 0.84 mmol), piperidine (94 mg; 1.1 mmol) and K2CO3 (140 mg; 1.01 mmol) in DMF (4 ml) are heated to 80° C. for 45 minutes. The reaction mixture is cooled to room temperature, diluted with TBME, filtered and evaporated to dryness to deliver the title compound as orange crystals. Run in CN(C)C=O (DMF), CC(C)(C)OC (TBME).